From a dataset of the Open Reaction Database (ORD), a public repository of structured organic reaction records. describe an organic reaction: reactants, conditions, products, and yield Procedure: (S)-3-Fluoro-2-methylpropyl trifluoromethanesulfonate (obtained as described in Example 3, preparation of starting materials) (1.259 g, 5.62 mmol) was added to a solution of (E)-methyl 3-(4-(3,3-dimethyl-2,3,4,9-tetrahydro-1H-pyrido[3,4-b]indol-1-yl)-3-fluorophenyl)acrylate (racemate) (850 mg, 2.25 mmol) and N-ethyl-N-isopropylpropan-2-amine (1.467 ml, 8.42 mmol) in 1,4-dioxane (5 ml). The mixture was heated at 60° C. for 4 hours, then stirred at ambient temperature for 12 hours. The mixture was... As a reaction SMILES: FC(F)(F)S(O[CH2:7][C@H:8]([CH3:11])[CH2:9][F:10])(=O)=O.[CH3:14][C:15]1([CH3:41])[NH:27][CH:26]([C:28]2[CH:33]=[CH:32][C:31](/[CH:34]=[CH:35]/[C:36]([O:38][CH3:39])=[O:37])=[CH:30][C:29]=2[F:40])[C:18]2[NH:19][C:20]3[C:25]([C:17]=2[CH2:16]1)=[CH:24][CH:23]=[CH:22][CH:21]=3.C(N(C(C)C)C(C)C)C>O1CCOCC1>[F:40][C:29]1[CH:30]=[C:31](/[CH:34]=[CH:35]/[C:36]([O:38][CH3:39])=[O:37])[CH:32]=[CH:33][C:28]=1[CH:26]1[C:18]2[NH:19][C:20]3[C:25]([C:17]=2[CH2:16][C:15]([CH3:41])([CH3:14])[N:27]1[CH2:7][C@H:8]([CH3:11])[CH2:9][F:10])=[CH:24][CH:23]=[CH:22][CH:21]=3. The reactants are FC(S(=O)(=O)OC[C@@H](CF)C)(F)F ((S)-3-Fluoro-2-methylpropyl trifluoromethanesulfonate), CC1(CC2=C(NC3=CC=CC=C23)C(N1)C1=C(C=C(C=C1)/C=C/C(=O)OC)F)C ((E)-methyl 3-(4-(3,3-dimethyl-2,3,4,9-tetrahydro-1H-pyrido[3,4-b]indol-1-yl)-3-fluorophenyl)acrylate), C(C)N(C(C)C)C(C)C (N-ethyl-N-isopropylpropan-2-amine). Conditions: temperature 60 celsius, time 12 hour. Yields the product FC=1C=C(C=CC1C1N(C(CC2=C1NC1=CC=CC=C21)(C)C)C[C@@H](CF)C)/C=C/C(=O)OC ((E)-methyl 3-(3-fluoro-4-(2-((S)-3-fluoro-2-methylpropyl)-3,3-dimethyl-2,3,4,9-tetrahydro-1H-pyrido[3,4-b]indol-1-yl)phenyl)acrylate). The yield is 58.9%. Run in O1CCOCC1 (1,4-dioxane). The reactants are [BH4-].[Na+] (sodium borohydride), ClC1=CC=C(C(=O)N2CC(N(C3=C(C2)C=CC=C3)CC3=CC(=CC=C3)C(=O)OC)=O)C=C1 (4-(4-chlorobenzoyl)-1-(3-methoxycarbonylbenzyl)-1,3,4,5-tetrahydrobenzo[e][1,4]diazepin-2-on), [OH-].[Li+] (lithium hydroxide), CS(=O)(=O)Cl (methanesulfonyl chloride), ClC(=O)OCC (ethyl chloroformate). Solvent: C1CCOC1 (THF), ClCCl (dichloromethane), C(C)(=O)OCC (ethyl acetate), C(C)(=O)OCC (ethyl acetate), C1CCOC1 (THF), C(C)N(CC)CC (triethylamine), C(C)N(CC)CC (triethylamine). Run at time 8 hour. Yields the product ClC1=CC=C(C(=O)N2CC(N(C3=C(C2)C=CC=C3)CC3=CC(=CC=C3)CCl)=O)C=C1 (4-(4-chlorobenzoyl)-1-(3-chloromethylbenzyl)-1,3,4,5-tetrahydrobenzo[e][1,4]diazepin-2-on). Reaction SMILES: [Cl:1][C:2]1[CH:32]=[CH:31][C:5]([C:6]([N:8]2[CH2:14][C:13]3[CH:15]=[CH:16][CH:17]=[CH:18][C:12]=3[N:11]([CH2:19][C:20]3[CH:25]=[CH:24][CH:23]=[C:22]([C:26](OC)=O)[CH:21]=3)[C:10](=[O:30])[CH2:9]2)=[O:7])=[CH:4][CH:3]=1.[OH-].[Li+].[Cl:35]C(OCC)=O.[BH4-].[Na+].CS(Cl)(=O)=O>C1COCC1.ClCCl.C(OCC)(=O)C.C(N(CC)CC)C>[Cl:1][C:2]1[CH:32]=[CH:31][C:5]([C:6]([N:8]2[CH2:14][C:13]3[CH:15]=[CH:16][CH:17]=[CH:18][C:12]=3[N:11]([CH2:19][C:20]3[CH:25]=[CH:24][CH:23]=[C:22]([CH2:26][Cl:35])[CH:21]=3)[C:10](=[O:30])[CH2:9]2)=[O:7])=[CH:4][CH:3]=1 |f:1.2,4.5|. Reported procedure: 145 mg (0.32 mmol) of 4-(4-chlorobenzoyl)-1-(3-methoxycarbonylbenzyl)-1,3,4,5-tetrahydrobenzo[e][1,4]diazepin-2-on obtained in step 1 was dissolved in 3 ml of THF. 1.6 ml of 1 M aqueous lithium hydroxide solution was added to the obtained solution, and they were stirred overnight. After the treatment with ethyl acetate as the extracting solvent by an ordinary method, the obtained crude product was dissolved in 5 ml of THF. 0.1 ml (0.7 mmol) of triethylamine and 0.05 ml (0.5 mmol) of ethyl chloro... The reactants are CCO, Clc1nc(Cl)c2sccc2n1, [Na+], [OH-], O. The product is CCOc1nc(Cl)nc2ccsc12. RXN SMILES: [CH3:12][CH2:13][OH:14].[Cl:1][c:2]1[n:3][c:4]([Cl:11])[c:5]2[c:6]([n:7]1)[cH:8][cH:9][s:10]2.[Na+:16].[OH-:15].[OH2:17]>>[Cl:1][c:2]1[n:3][c:4]([O:14][CH2:13][CH3:12])[c:5]2[c:6]([n:7]1)[cH:8][cH:9][s:10]2. The reactants are C1(=CC=CC=C1)C#C (phenylacetylene), CC1=CC(=C(C=C1)O)I (4-methyl-2-iodophenol). As a reaction SMILES: [C:1]1([C:7]#[CH:8])[CH:6]=[CH:5][CH:4]=[CH:3][CH:2]=1.[CH3:9][C:10]1[CH:15]=[CH:14][C:13]([OH:16])=[C:12](I)[CH:11]=1>>[CH3:9][C:10]1[CH:15]=[CH:14][C:13]2[O:16][C:7]([C:1]3[CH:6]=[CH:5][CH:4]=[CH:3][CH:2]=3)=[CH:8][C:12]=2[CH:11]=1. Product: CC1=CC2=C(OC(=C2)C2=CC=CC=C2)C=C1 (5-Methyl-2-phenyl-benzo[b]furan). Reported procedure: The general procedure was used to convert phenylacetylene and 4-methyl-2-iodophenol to the title product. Purification by flash chromatography (hexanes as the eluent) gave the analytically pure product as a white solid (353 mg, 85% yield). 1H NMR (300 MHz, CDCl3) δ 7.81 (d, J=7.16, 2H), 7.41-7.30 (m, 5H), 7.06 (d, J=7.35, 1H), 6.88 (s, 1H), 2.41 (s, 3H). 13C NMR (75 MHz, CDCl3) δ 155.92, 153.29, 132.2, 130.57, 129.27, 128.70, 128.35, 125.49, 124.79, 120.70, 110.61, 101.06, 21.30. Anal. Calcd. fo... Reactants: BrC1=CC=C(C=C1)C1=NSC2=C1C=CC(=C2)OS(=O)(=O)C(F)(F)F (Trifluoro-methanesulfonic acid 3-(4-bromo-phenyl)-benzo[d]isothiazol-6-yl ester), CC(C)(C#C)O (2-Methyl-3-butyn-2-ol). Product: BrC1=CC=C(C=C1)C1=NSC2=C1C=CC(=C2)C#CC(C)(O)C (4-[3-(4-Bromo-phenyl)-benzo[d]isothiazol-6-yl]-2-methyl-but-3-yn-2-ol). RXN SMILES: [Br:1][C:2]1[CH:7]=[CH:6][C:5]([C:8]2[C:12]3[CH:13]=[CH:14][C:15](OS(C(F)(F)F)(=O)=O)=[CH:16][C:11]=3[S:10][N:9]=2)=[CH:4][CH:3]=1.[CH3:25][C:26]([OH:30])([C:28]#[CH:29])[CH3:27]>>[Br:1][C:2]1[CH:7]=[CH:6][C:5]([C:8]2[C:12]3[CH:13]=[CH:14][C:15]([C:29]#[C:28][C:26]([CH3:27])([OH:30])[CH3:25])=[CH:16][C:11]=3[S:10][N:9]=2)=[CH:4][CH:3]=1. Procedure: In analogy to example 13.1, Trifluoro-methanesulfonic acid 3-(4-bromo-phenyl)-benzo[d]isothiazol-6-yl ester and 2-Methyl-3-butyn-2-ol were converted to yield 4-[3-(4-Bromo-phenyl)-benzo[d]isothiazol-6-yl]-2-methyl-but-3-yn-2-ol as light yellow semisolid, MS: 371 (M, 1Br). RXN SMILES: [CH3:7][N:8]([CH3:9])[C:10]([Cl:11])([Cl:12])[N:13]([CH3:14])[CH3:15].[Cl+3:1]([O-:2])([O-:3])([O-:4])[O-:5].[Na+:6].[OH2:16]>>[CH3:7][N:8]([CH3:9])[C+:10]([Cl:11])[N:13]([CH3:14])[CH3:15].[Cl+3:1]([O-:2])([O-:3])([O-:4])[O-:5]. Product: CN(C)[C+](Cl)N(C)C, [O-][Cl+3]([O-])([O-])[O-]. Reactants: CN(C)C(Cl)(Cl)N(C)C, [O-][Cl+3]([O-])([O-])[O-], [Na+], O. Reactants: CCCC(Br)c1nc(Cl)c(C=O)n1Cc1ccc(-c2ccccc2C(=O)OC)cc1, CCOCC, C1=NCCCN2CCCCC12, C1CCOC1. Yields the product CCC=Cc1nc(Cl)c(C=O)n1Cc1ccc(-c2ccccc2C(=O)OC)cc1. RXN SMILES: [C:1](=[O:2])([O:3][CH3:4])[c:5]1[c:6](-[c:11]2[cH:12][cH:13][c:14]([CH2:17][n:18]3[c:19]([CH:26]([CH2:27][CH2:28][CH3:29])[Br:30])[n:20][c:21]([Cl:25])[c:22]3[CH:23]=[O:24])[cH:15][cH:16]2)[cH:7][cH:8][cH:9][cH:10]1.[CH3:47][CH2:48][O:49][CH2:50][CH3:51].[N:31]12[CH2:32][CH2:33][CH2:34][N:35]=[CH:36][CH:37]1[CH2:38][CH2:39][CH2:40][CH2:41]2.[O:42]1[CH2:43][CH2:44][CH2:45][CH2:46]1>>[C:1](=[O:2])([O:3][CH3:4])[c:5]1[c:6](-[c:11]2[cH:12][cH:13][c:14]([CH2:17][n:18]3[c:19]([CH:26]=[CH:27][CH2:28][CH3:29])[n:20][c:21]([Cl:25])[c:22]3[CH:23]=[O:24])[cH:15][cH:16]2)[cH:7][cH:8][cH:9][cH:10]1. Starting materials: CC(=O)O[BH-](OC(C)=O)OC(C)=O, Cc1nc2ccccc2n1-c1nc(N2CCOCC2)c2nc(C=O)sc2n1, CC(=O)O, ClCCCl, CC(C)(O)C1CCCNC1, [Na+]. Product: Cc1nc2ccccc2n1-c1nc(N2CCOCC2)c2nc(CN3CCCC(C(C)(C)O)C3)sc2n1. RXN SMILES: [C:42]([O:43][BH-:44]([O:45][C:46](=[O:47])[CH3:48])[O:49][C:50](=[O:51])[CH3:52])(=[O:53])[CH3:54].[CH3:1][c:2]1[n:3][c:4]2[c:5]([n:6]1-[c:7]1[n:8][c:9]([N:18]3[CH2:19][CH2:20][O:21][CH2:22][CH2:23]3)[c:10]3[c:11]([n:12]1)[s:13][c:14]([CH:16]=[O:17])[n:15]3)[cH:24][cH:25][cH:26][cH:27]2.[CH3:38][C:39](=[O:40])[OH:41].[Cl:56][CH2:57][CH2:58][Cl:59].[NH:28]1[CH2:29][CH:30]([C:34]([CH3:35])([CH3:36])[OH:37])[CH2:31][CH2:32][CH2:33]1.[Na+:55]>>[CH3:1][c:2]1[n:3][c:4]2[c:5]([n:6]1-[c:7]1[n:8][c:9]([N:18]3[CH2:19][CH2:20][O:21][CH2:22][CH2:23]3)[c:10]3[c:11]([n:12]1)[s:13][c:14]([CH2:16][N:28]1[CH2:29][CH:30]([C:34]([CH3:35])([CH3:36])[OH:37])[CH2:31][CH2:32][CH2:33]1)[n:15]3)[cH:24][cH:25][cH:26][cH:27]2. The reactants are Cc1ccc(S(=O)(=O)O)cc1, CC(C)=O, CCOC(C)=O, COc1ccc(C2(O)CC3CCC2CC3=O)cc1. Product: COc1ccc(C2=CC3CCC2CC3=O)cc1. RXN SMILES: [CH3:19][c:20]1[cH:21][cH:22][c:23]([S:24]([OH:25])(=[O:26])=[O:27])[cH:28][cH:29]1.[CH3:30][C:31](=[O:32])[CH3:33].[CH3:34][CH2:35][O:36][C:37]([CH3:38])=[O:39].[OH:1][C:2]1([c:11]2[cH:12][cH:13][c:14]([O:17][CH3:18])[cH:15][cH:16]2)[CH:3]2[CH2:4][C:5](=[O:10])[CH:6]([CH2:7]1)[CH2:8][CH2:9]2>>[C:2]1([c:11]2[cH:12][cH:13][c:14]([O:17][CH3:18])[cH:15][cH:16]2)=[CH:7][CH:6]2[C:5](=[O:10])[CH2:4][CH:3]1[CH2:9][CH2:8]2.